Dataset: the Open Reaction Database (ORD), a public repository of structured organic reaction records. Task: describe an organic reaction: reactants, conditions, products, and yield Starting materials: [NH4+].[Cl-] (NH4Cl), C(C)(C)(C)C=1NC(C2(CC3=CC=C(C=C3C2)[N+](=O)[O-])N1)=O ((±)-2-tert-Butyl-5′-nitro-1′,3′-dihydrospiro[imidazole-4,2′-inden]-5(1H)-one), CC(C(=O)NC1(CC2=CC=C(C=C2C1)[N+](=O)[O-])C(=O)N)(C)C ((±)-2-[(2,2-Dimethylpropanoyl)amino]-5-nitroindane-2-carboxamide), [OH-].[Na+] (NaOH). Solvent: CCO (EtOH). Product: NC=1C=C2CC3(CC2=CC1)N=C(NC3=O)C(C)(C)C ((±)-5′-Amino-2-tert-butyl-1′,3′-dihydrospiro[imidazole-4,2′-inden]-5(1H)-one). Reaction SMILES: [C:1]([C:5]1[NH:6][C:7](=[O:21])[C:8]2([N:20]=1)[CH2:16][C:15]1[C:10](=[CH:11][CH:12]=[C:13]([N+:17]([O-])=O)[CH:14]=1)[CH2:9]2)([CH3:4])([CH3:3])[CH3:2].CC(C)(C)C(NC1(C(N)=O)CC2C(=CC=C([N+]([O-])=O)C=2)C1)=O.[OH-].[Na+].[NH4+].[Cl-]>CCO>[NH2:17][C:13]1[CH:14]=[C:15]2[C:10](=[CH:11][CH:12]=1)[CH2:9][C:8]1([C:7](=[O:21])[NH:6][C:5]([C:1]([CH3:4])([CH3:3])[CH3:2])=[N:20]1)[CH2:16]2 |f:2.3,4.5|. Procedure details: (±)-2-tert-Butyl-5′-nitro-1′,3′-dihydrospiro[imidazole-4,2′-inden]-5(1H)-one A solution of (±)-2-[(2,2-dimethylpropanoyl)amino]-5-nitroindane-2-carboxamide from Step A (23.0 mg, 0.075 mmol) and 5N NaOH (0.075 mL, 0.38 mmol) in EtOH (5 mL) was heated to reflux for 3.5 h. The reaction mixture was poured onto saturated NH4Cl (10 mL) and extracted with CH2Cl2 (3×10 mL). The combined organic layers were dried over Na2SO4, filtered, and concentrated under reduced pressure to give the title compound. M... The reactants are O=C([O-])O, C=Cc1ccccc1, CCCCCCCCCCCC, [Mn+2], [Na+], O, OO, O=S(=O)([O-])[O-]. Yields the product c1ccc(C2CO2)cc1. RXN SMILES: [C:21]([O-:22])(=[O:23])[OH:24].[CH2:1]=[CH:2][c:3]1[cH:4][cH:5][cH:6][cH:7][cH:8]1.[CH3:9][CH2:10][CH2:11][CH2:12][CH2:13][CH2:14][CH2:15][CH2:16][CH2:17][CH2:18][CH2:19][CH3:20].[Mn+2:34].[Na+:25].[OH2:28].[OH:26][OH:27].[S:29]([O-:30])([O-:31])(=[O:32])=[O:33]>>[CH2:1]1[CH:2]([c:3]2[cH:4][cH:5][cH:6][cH:7][cH:8]2)[O:22]1. Reactants: ClC1=CC=C(C=C1)CCC(=O)O (3-(4-Chlorophenyl)propionic acid). Reagents/catalysts: [Fe] (iron). Run at temperature 290 celsius. Yields the product ClC1=CC=C(C=C1)CCC(CCC1=CC=C(C=C1)Cl)=O (1,5-Di-(4-chlorophenyl)-3-pentanone). Reaction SMILES: [Cl:1][C:2]1[CH:7]=[CH:6][C:5]([CH2:8][CH2:9][C:10]([OH:12])=O)=[CH:4][CH:3]=1>[Fe]>[Cl:1][C:2]1[CH:7]=[CH:6][C:5]([CH2:8][CH2:9][C:10](=[O:12])[CH2:9][CH2:8][C:5]2[CH:4]=[CH:3][C:2]([Cl:1])=[CH:7][CH:6]=2)=[CH:4][CH:3]=1. Procedure: 3-(4-Chlorophenyl)propionic acid (0.20 mole) and iron (hydrogen reduced, 0.11 mole) are heated for 1.5 hours at 195° C. under a nitrogen atmosphere. After that time, the temperature is increased to 290° C. and maintained at that temperature for 3 hours. The cooled reaction mass is extracted well with ether, filtered through Celite, and the ethereal extracts concentrated under vacuum. The residue is stripped under vacuum to leave the product.